Task: describe an organic reaction: reactants, conditions, products, and yield. Dataset: the Open Reaction Database (ORD), a public repository of structured organic reaction records Starting materials: ClC=1C=C(C=CC1)C(N1CCNCC1)C1=CC(=CC=C1)Cl (1-[Bis(3-chlorophenyl)methyl]piperazine), C1(CC1)NS(=O)(=O)CCCCCCCl (N-cyclopropyl-6-chlorohexanesulfonamide). The solvent is C(C)N(C(C)C)C(C)C (N-ethyldiisopropylamine). Yields the product C(CCCCC)S(=O)(=O)N (hexanesulfonamide). The yield is 270.4%. RXN SMILES: ClC1C=C(C(C2C=CC=C(Cl)C=2)N2CCNCC2)C=CC=1.C1([NH:25][S:26]([CH2:29][CH2:30][CH2:31][CH2:32][CH2:33][CH2:34]Cl)(=[O:28])=[O:27])CC1>C(N(C(C)C)C(C)C)C>[CH2:29]([S:26]([NH2:25])(=[O:28])=[O:27])[CH2:30][CH2:31][CH2:32][CH2:33][CH3:34]. Procedure details: 1-[Bis(3-chlorophenyl)methyl]piperazine (5.00 g, 15.5 mmol) and N-cyclopropyl-6-chlorohexanesulfonamide (4.15 g, 17.30 mmol) were refluxed in N-ethyldiisopropylamine (25 ml) for 7 hours. The reaction mixture was concentrated in vacuo, and water was added thereto. The mixture was extracted with chloroform. The chloroform layer was washed with water, and dried over anhydrous magnesium sulfate. Subsequently, the solvent was removed by evaporation in vacuo. The resulting crude product was purified b... Starting materials: CO, Cl, O=[N+]([O-])c1ccc2c(c1)C(NCc1ccccc1)CC2. Yields the product Cl, Nc1ccc2c(c1)C(NCc1ccccc1)CC2. As a reaction SMILES: [CH3:22][OH:23].[ClH:1].[N+:2]([O-:3])(=[O:4])[c:5]1[cH:6][cH:7][c:8]2[c:12]([cH:13]1)[CH:11]([NH:14][CH2:15][c:16]1[cH:17][cH:18][cH:19][cH:20][cH:21]1)[CH2:10][CH2:9]2>>[ClH:1].[NH2:2][c:5]1[cH:6][cH:7][c:8]2[c:12]([cH:13]1)[CH:11]([NH:14][CH2:15][c:16]1[cH:17][cH:18][cH:19][cH:20][cH:21]1)[CH2:10][CH2:9]2. The reactants are C(O)([O-])=O.[Na+] (sodium hydrogencarbonate), Cl.C(C)(C)(C)C1=C(C=C(C=C1)CN)NC(CC(CCCCC)C1=C(C=C(C=C1)OC)OC)=O (N-[2-t-butyl-5-(aminomethyl)phenyl]-3-(2,4-dimethoxyphenyl)octanamide-hydrochloride), [O-]C#N.[K+] (potassium cyanate), O (water). Run in C(C)(=O)O (acetic acid). The product is C(C)(C)(C)C1=C(C=C(C=C1)CNC(=O)N)NC(CC(CCCCC)C1=C(C=C(C=C1)OC)OC)=O (N-(2-t-Butyl-5-ureidomethylphenyl)-3-(2,4-dimethoxyphenyl)octanamide). The yield is 60.0%. RXN SMILES: Cl.[C:2]([C:6]1[CH:11]=[CH:10][C:9]([CH2:12][NH2:13])=[CH:8][C:7]=1[NH:14][C:15](=[O:33])[CH2:16][CH:17]([C:23]1[CH:28]=[CH:27][C:26]([O:29][CH3:30])=[CH:25][C:24]=1[O:31][CH3:32])[CH2:18][CH2:19][CH2:20][CH2:21][CH3:22])([CH3:5])([CH3:4])[CH3:3].[O-:34][C:35]#[N:36].[K+].O.C(=O)([O-])O.[Na+]>C(O)(=O)C>[C:2]([C:6]1[CH:11]=[CH:10][C:9]([CH2:12][NH:13][C:35]([NH2:36])=[O:34])=[CH:8][C:7]=1[NH:14][C:15](=[O:33])[CH2:16][CH:17]([C:23]1[CH:28]=[CH:27][C:26]([O:29][CH3:30])=[CH:25][C:24]=1[O:31][CH3:32])[CH2:18][CH2:19][CH2:20][CH2:21][CH3:22])([CH3:3])([CH3:4])[CH3:5] |f:0.1,2.3,5.6|. Procedure details: A mixture of 450 mg (0.94 mmol) of N-[2-t-butyl-5-(aminomethyl)phenyl]-3-(2,4-dimethoxyphenyl)octanamide-hydrochloride (prepared as described in Preparation 26B), 203 mg (2.50 mmol) of potassium cyanate, 30 ml of water and 1 ml of acetic acid was heated under reflux for 2 hours. At the end of this time, the reaction mixture was neutralized by adding sodium hydrogencarbonate, after which the mixture was extracted with ethyl acetate. The extract was washed several times with water and once with a ... Starting materials: CCO, Cl, COC(=O)c1ccc(Nc2c(C(=O)NOCCO)ccc(F)c2F)cc1, [Na+], [OH-]. The product is O=C(O)c1ccc(Nc2c(C(=O)NOCCO)ccc(F)c2F)cc1. As a reaction SMILES: [CH3:30][CH2:31][OH:32].[ClH:29].[F:1][c:2]1[c:3]([NH:16][c:17]2[cH:18][cH:19][c:20]([C:21](=[O:22])[O:23][CH3:24])[cH:25][cH:26]2)[c:4]([C:9](=[O:10])[NH:11][O:12][CH2:13][CH2:14][OH:15])[cH:5][cH:6][c:7]1[F:8].[Na+:28].[OH-:27]>>[F:1][c:2]1[c:3]([NH:16][c:17]2[cH:18][cH:19][c:20]([C:21](=[O:22])[OH:23])[cH:25][cH:26]2)[c:4]([C:9](=[O:10])[NH:11][O:12][CH2:13][CH2:14][OH:15])[cH:5][cH:6][c:7]1[F:8]. Reactants: C=CC#N, CO, CC(=O)N1CCNCC1. Product: CC(=O)N1CCN(CCC#N)CC1. RXN SMILES: [CH2:10]=[CH:11][C:12]#[N:13].[CH3:14][OH:15].[N:1]1([C:7]([CH3:8])=[O:9])[CH2:2][CH2:3][NH:4][CH2:5][CH2:6]1>>[N:1]1([C:7]([CH3:8])=[O:9])[CH2:2][CH2:3][N:4]([CH2:10][CH2:11][C:12]#[N:13])[CH2:5][CH2:6]1. Starting materials: (2′-trifluoromethyl)acetophenone, C=1C=CC2=C(C1)N=NN2O (HOBt), Cl.Cl.ClC1=C(C=CC=C1)NC1CCNCC1 ((2-chloro-phenyl)-piperidin-4-yl-amine dihydrochloride), CCN(C(C)C)C(C)C (DIPEA), FC(C1=C(C=CC=C1)C1=CC(=NN1)C(=O)NCC(=O)O)(F)F ({[5-(2-trifluoromethyl-phenyl)-1H-pyrazole-3-carbonyl]-amino}-acetic acid), Intermediate 30, CCN=C=NCCCN(C)C.Cl (EDCI.HCl). The solvent is CN(C)C=O (DMF), O (water). Conditions: time 2 minute. The product is ClC1=C(C=CC=C1)NC1CCN(CC1)C(CNC(=O)C1=NNC(=C1)C1=C(C=CC=C1)C(F)(F)F)=O (5-(2-trifluoromethyl-phenyl)-1H-pyrazole-3-carboxylic acid {2-[4-(2-chloro-phenylamino)-piperidin-1-yl]-2-oxo-ethyl}-amide). The yield is 44.1%. Reaction SMILES: CCN(C(C)C)C(C)C.[F:10][C:11]([F:31])([F:30])[C:12]1[CH:17]=[CH:16][CH:15]=[CH:14][C:13]=1[C:18]1[NH:22][N:21]=[C:20]([C:23]([NH:25][CH2:26][C:27]([OH:29])=O)=[O:24])[CH:19]=1.C1C=CC2N(O)N=NC=2C=1.CCN=C=NCCCN(C)C.Cl.Cl.Cl.[Cl:56][C:57]1[CH:62]=[CH:61][CH:60]=[CH:59][C:58]=1[NH:63][CH:64]1[CH2:69][CH2:68][NH:67][CH2:66][CH2:65]1>CN(C=O)C.O>[Cl:56][C:57]1[CH:62]=[CH:61][CH:60]=[CH:59][C:58]=1[NH:63][CH:64]1[CH2:69][CH2:68][N:67]([C:27](=[O:29])[CH2:26][NH:25][C:23]([C:20]2[CH:19]=[C:18]([C:13]3[CH:14]=[CH:15][CH:16]=[CH:17][C:12]=3[C:11]([F:10])([F:31])[F:30])[NH:22][N:21]=2)=[O:24])[CH2:66][CH2:65]1 |f:3.4,5.6.7|. Procedure: DIPEA (137 mg, 1.06 mmol) was added to a stirred solution {[5-(2-trifluoromethyl-phenyl)-1H-pyrazole-3-carbonyl]-amino}-acetic acid (95 mg, 0.3 mmol) (prepared by the method used for the synthesis of Intermediate 30, starting from (2′-trifluoromethyl)acetophenone) in DMF (2.0 mL) followed by HOBt (47 mg, 0.35 mmol) and EDCI.HCl (67 mg, 0.35 mmol). After 2 minutes of stirring, (2-chloro-phenyl)-piperidin-4-yl-amine dihydrochloride (75 mg, 0.3 mmol) was added and stirring was continued at ambient ... The reactants are FC1=CC=C(CN)C=C1 (4-fluorobenzylamine), C(C)(C)(C)OC(=O)C1=C(C=CC=C1)C1=CC=C(C=C1)CN1C(=C(C2=CC(=CC=C12)C(=O)O)C)C (1-((2′-(tert-butoxycarbonyl)biphenyl-4-yl)methyl)-2,3-dimethyl-1H-indole-5-carboxylic acid). The product is FC1=CC=C(CNC(=O)C=2C=C3C(=C(N(C3=CC2)CC2=CC=C(C=C2)C=2C(=CC=CC2)C(=O)O)C)C)C=C1 (4′-((5-(4-fluorobenzylcarbamoyl)-2,3-dimethyl-1H-indol-1-yl)methyl)biphenyl-2-carboxylic acid). RXN SMILES: [F:1][C:2]1[CH:9]=[CH:8][C:5]([CH2:6][NH2:7])=[CH:4][CH:3]=1.C([O:14][C:15]([C:17]1[CH:22]=[CH:21][CH:20]=[CH:19][C:18]=1[C:23]1[CH:28]=[CH:27][C:26]([CH2:29][N:30]2[C:38]3[C:33](=[CH:34][C:35]([C:39](O)=[O:40])=[CH:36][CH:37]=3)[C:32]([CH3:42])=[C:31]2[CH3:43])=[CH:25][CH:24]=1)=[O:16])(C)(C)C>>[F:1][C:2]1[CH:9]=[CH:8][C:5]([CH2:6][NH:7][C:39]([C:35]2[CH:34]=[C:33]3[C:38](=[CH:37][CH:36]=2)[N:30]([CH2:29][C:26]2[CH:25]=[CH:24][C:23]([C:18]4[C:17]([C:15]([OH:16])=[O:14])=[CH:22][CH:21]=[CH:20][CH:19]=4)=[CH:28][CH:27]=2)[C:31]([CH3:43])=[C:32]3[CH3:42])=[O:40])=[CH:4][CH:3]=1. Reported procedure: The title compound was prepared following the same general protocol as described in Steps 8-9, Example 1, using 4-fluorobenzylamine and 1-((2′-(tert-butoxycarbonyl)biphenyl-4-yl)methyl)-2,3-dimethyl-1H-indole-5-carboxylic acid.